From a dataset of the Open Reaction Database (ORD), a public repository of structured organic reaction records. describe an organic reaction: reactants, conditions, products, and yield Starting materials: ClCCl, CC(C)Nc1cccnc1N1CCN(C(=O)OC(C)(C)C)CC1, [Na+], [OH-], O, O=C(O)C(F)(F)F. Yields the product CC(C)Nc1cccnc1N1CCNCC1. As a reaction SMILES: [CH2:34]([Cl:35])[Cl:36].[CH3:1][C:2]([CH3:3])([O:4][C:5](=[O:6])[N:7]1[CH2:8][CH2:9][N:10]([c:13]2[n:14][cH:15][cH:16][cH:17][c:18]2[NH:19][CH:20]([CH3:21])[CH3:22])[CH2:11][CH2:12]1)[CH3:23].[Na+:33].[OH-:32].[OH2:31].[OH:24][C:25]([C:26]([F:27])([F:28])[F:29])=[O:30]>>[NH:7]1[CH2:8][CH2:9][N:10]([c:13]2[n:14][cH:15][cH:16][cH:17][c:18]2[NH:19][CH:20]([CH3:21])[CH3:22])[CH2:11][CH2:12]1. The reactants are C(#N)C1=C(C=CC=C1)B(O)O (2-cyanophenylboronic acid), BrC1=CC=C(C=C1)C1=C(N(C(=C1C#N)CC)C)C(=O)OCC (ethyl 3-(4-bromophenyl)-4-cyano-5-ethyl-1-methylpyrrole-2-carboxylate), C([O-])([O-])=O.[K+].[K+] (potassium carbonate), C1CCOC1 (THF). Reagents/catalysts: F[B-](F)(F)F.C(C)(C)(C)[PH+](C(C)(C)C)C(C)(C)C (tri-t-butylphosphonium tetrafluoroborate), C=1C=CC(=CC1)/C=C/C(=O)/C=C/C2=CC=CC=C2.C=1C=CC(=CC1)/C=C/C(=O)/C=C/C2=CC=CC=C2.C=1C=CC(=CC1)/C=C/C(=O)/C=C/C2=CC=CC=C2.[Pd].[Pd] (tris(dibenzylideneacetone)dipalladium(0)). The solvent is O (water), CCCCCCC (heptane), C(C)(=O)OCC (ethyl acetate). Conditions: temperature 30 celsius, time 50 minute. Product: C(#N)C=1C(=C(N(C1CC)C)C(=O)OCC)C1=CC=C(C=C1)C1=C(C=CC=C1)C#N (ethyl 4-cyano-3-[4-(2-cyanophenyl)phenyl]-5-ethyl-1-methylpyrrole-2-carboxylate), powder. Isolated yield 92.0%. Reaction SMILES: Br[C:2]1[CH:7]=[CH:6][C:5]([C:8]2[C:12]([C:13]#[N:14])=[C:11]([CH2:15][CH3:16])[N:10]([CH3:17])[C:9]=2[C:18]([O:20][CH2:21][CH3:22])=[O:19])=[CH:4][CH:3]=1.C(=O)([O-])[O-].[K+].[K+].C1COCC1.[C:34]([C:36]1[CH:41]=[CH:40][CH:39]=[CH:38][C:37]=1B(O)O)#[N:35]>C(OCC)(=O)C.C1C=CC(/C=C/C(/C=C/C2C=CC=CC=2)=O)=CC=1.C1C=CC(/C=C/C(/C=C/C2C=CC=CC=2)=O)=CC=1.C1C=CC(/C=C/C(/C=C/C2C=CC=CC=2)=O)=CC=1.[Pd].[Pd].F[B-](F)(F)F.C([PH+](C(C)(C)C)C(C)(C)C)(C)(C)C.CCCCCCC.O>[C:13]([C:12]1[C:8]([C:5]2[CH:6]=[CH:7][C:2]([C:37]3[CH:38]=[CH:39][CH:40]=[CH:41][C:36]=3[C:34]#[N:35])=[CH:3][CH:4]=2)=[C:9]([C:18]([O:20][CH2:21][CH3:22])=[O:19])[N:10]([CH3:17])[C:11]=1[CH2:15][CH3:16])#[N:14] |f:1.2.3,7.8.9.10.11,12.13|. Reported procedure: Charge a 100-L reactor with ethyl 3-(4-bromophenyl)-4-cyano-5-ethyl-1-methylpyrrole-2-carboxylate (6.0 kg, 16.61 mol, 1 eq, prepared in step DI above), potassium carbonate powder (5.050 kg, 36.54 mol, 2.2 eq), THF (63 L, peroxide test: <0.5 mg/L) and water (23 L). Degas the mixture by sparging with nitrogen for 20 min (oxygen sensor: 0.01 ppm). Continue sparging with argon for 24 min (oxygen sensor: 0.01 ppm). Heat the mixture to 30° C. and add 2-cyanophenylboronic acid (2.7 kg, 18.37 mol, 1.1 e...